From a dataset of the Open Reaction Database (ORD), a public repository of structured organic reaction records. describe an organic reaction: reactants, conditions, products, and yield Starting materials: 11a, C(C)(=O)N[C@H]1[C@@H](C=C(C[C@@H]1N=[N+]=[N-])P(OCC)(=O)OCC)O (Diethyl (3R,4R,5S)-4-acetamido-5-azido-3-hydroxy-1-cyclohexene-1-phosphonate), ClC(C(OC(CC)CC)=N)(Cl)Cl (3-pentyl trichloroacetimidate), C(F)(F)(F)S(=O)(=O)O (CF3SO3H), imidate, C(F)(F)(F)S(=O)(=O)O (CF3SO3H). The product is C(C)(=O)N[C@H]1[C@@H](C=C(C[C@@H]1N=[N+]=[N-])P(OCC)(=O)OCC)OC(CC)CC (Diethyl (3R,4R,5S)-4-acetamido-5-azido-3-(1-ethylpropoxy)-1-cyclohexene-1-phosphonate). Yield: 82.0%. RXN SMILES: [C:1]([NH:4][C@@H:5]1[C@@H:10]([N:11]=[N+:12]=[N-:13])[CH2:9][C:8]([P:14]([O:19][CH2:20][CH3:21])(=[O:18])[O:15][CH2:16][CH3:17])=[CH:7][C@H:6]1[OH:22])(=[O:3])[CH3:2].ClC(Cl)(Cl)C(=N)O[CH:27]([CH2:30][CH3:31])[CH2:28][CH3:29].C(S(O)(=O)=O)(F)(F)F>>[C:1]([NH:4][C@@H:5]1[C@@H:10]([N:11]=[N+:12]=[N-:13])[CH2:9][C:8]([P:14]([O:15][CH2:16][CH3:17])(=[O:18])[O:19][CH2:20][CH3:21])=[CH:7][C@H:6]1[O:22][CH:27]([CH2:30][CH3:31])[CH2:28][CH3:29])(=[O:3])[CH3:2]. Procedure: By a procedure similar to that for 11a, the reaction of alcohol 10b (498 mg, 1.5 mmol) with 3-pentyl trichloroacetimidate (420 mg, 1.8 mmol) in the presence of CF3SO3H (15.6 μL, 0.18 mmol), followed by another batches of the imidate and CF3SO3H, gave the alkylation product 11b (495 mg, 82% yield). Colorless oil; TLC (EtOAc/hexane, 1:1) Rf=0.2; [α]D20=−61.3 (c=0.65, CDCl3); IR (neat) 2100, 1756, 1634, 1246 cm−1; 1H NMR (600 MHz, CDCl3) δ 6.56 (1 H, d, JP-2=21.6 Hz), 5.71 (1 H, d, J=6.9 Hz), 4.52 ... The reactants are CC(=O)N1CCOCC1, C1CCOC1, CCOC(C)=O, [Cl-], CC(C)(C)OC(=O)Nc1cccc(Cl)n1, [Li]CCCC, [NH4+]. The product is CC(=O)c1ccc(Cl)nc1NC(=O)OC(C)(C)C. Reaction SMILES: [C:21]([CH3:22])(=[O:23])[N:24]1[CH2:25][CH2:26][O:27][CH2:28][CH2:29]1.[CH2:32]1[O:33][CH2:34][CH2:35][CH2:36]1.[CH3:37][CH2:38][O:39][C:40](=[O:41])[CH3:42].[Cl-:30].[Cl:1][c:2]1[cH:3][cH:4][cH:5][c:6]([NH:8][C:9]([O:10][C:11]([CH3:12])([CH3:13])[CH3:14])=[O:15])[n:7]1.[Li:16][CH2:17][CH2:18][CH2:19][CH3:20].[NH4+:31]>>[Cl:1][c:2]1[cH:3][cH:4][c:5]([C:21]([CH3:22])=[O:23])[c:6]([NH:8][C:9]([O:10][C:11]([CH3:12])([CH3:13])[CH3:14])=[O:15])[n:7]1.